From a dataset of the Open Reaction Database (ORD), a public repository of structured organic reaction records. describe an organic reaction: reactants, conditions, products, and yield The reactants are C1CCOC1, CS(=O)(=O)OCCCC(COS(C)(=O)=O)NC(=O)OCc1ccccc1, N. Product: O=C(NC1CCCNC1)OCc1ccccc1. As a reaction SMILES: [CH2:28]1[O:29][CH2:30][CH2:31][CH2:32]1.[CH3:2][S:3]([O:4][CH2:7][CH:8]([CH2:9][CH2:10][CH2:11][O:5][S:6]([CH3:12])(=[O:13])=[O:14])[NH:17][C:18](=[O:19])[O:20][CH2:21][c:22]1[cH:23][cH:24][cH:25][cH:26][cH:27]1)(=[O:15])=[O:16].[NH3:1]>>[NH:1]1[CH2:7][CH:8]([NH:17][C:18](=[O:19])[O:20][CH2:21][c:22]2[cH:23][cH:24][cH:25][cH:26][cH:27]2)[CH2:9][CH2:10][CH2:11]1. The reactants are O (water), C1(CCCCC1)CNC1=CC(=C(C=C1[N+](=O)[O-])NC1=CC=CC=C1)F (N4-cyclohexylmethyl-2-fluoro-5-nitro-N1-phenyl-benzene-1,4-diamine), CN1CCNCC1 (N-methylpiperazine), CCN(C(C)C)C(C)C (N,N′-diisopropylethylamine). The solvent is CN(C)C=O (DMF). The product is C1(CCCCC1)CNC1=CC(=C(C=C1[N+](=O)[O-])NC1=CC=CC=C1)N1CCN(CC1)C (N4-cyclohexylmethyl-2-(4-methyl-piperazin-1-yl)-5-nitro-N1-phenyl-benzene-1,4-diamine). Isolated yield 78.7%. RXN SMILES: [CH:1]1([CH2:7][NH:8][C:9]2[C:14]([N+:15]([O-:17])=[O:16])=[CH:13][C:12]([NH:18][C:19]3[CH:24]=[CH:23][CH:22]=[CH:21][CH:20]=3)=[C:11](F)[CH:10]=2)[CH2:6][CH2:5][CH2:4][CH2:3][CH2:2]1.[CH3:26][N:27]1[CH2:32][CH2:31][NH:30][CH2:29][CH2:28]1.CCN(C(C)C)C(C)C.O>CN(C=O)C>[CH:1]1([CH2:7][NH:8][C:9]2[C:14]([N+:15]([O-:17])=[O:16])=[CH:13][C:12]([NH:18][C:19]3[CH:24]=[CH:23][CH:22]=[CH:21][CH:20]=3)=[C:11]([N:30]3[CH2:31][CH2:32][N:27]([CH3:26])[CH2:28][CH2:29]3)[CH:10]=2)[CH2:6][CH2:5][CH2:4][CH2:3][CH2:2]1. Procedure details: A solution of N4-cyclohexylmethyl-2-fluoro-5-nitro-N1-phenyl-benzene-1,4-diamine (0.23 g, 0.66 mmol), N-methylpiperazine (0.22 mL, 1.97 mmol) and N,N′-diisopropylethylamine (0.34, 1.97 mmol) in DMF (3.0 mL) was stirred at 100° C. under an inert atmosphere for 16 h. The reaction mixture was transferred to a separatory funnel containing water. The aqueous layer was extracted with EtOAc and the combined organic layers were washed with water, brine and dried over MgSO4. The solution was filtered thr... The reactants are [OH-].[Na+] (sodium hydroxide), ClC=1C(=NC=C(C1)C(F)(F)F)C1=CC(=C(C=C1)Cl)O (3-chloro-2-(4-chloro-3-hydroxyphenyl)-5-trifluoromethylpyridine), CN(C(=S)Cl)C (dimethylthiocarbamoyl chloride), [H-].[Na+] (sodium hydride). Run in CN(C=O)C (dimethylformamide), CN(C=O)C (dimethylformamide). Reaction conditions: temperature 80 celsius, time 1 hour. The product is ClC=1C(=NC=C(C1)C(F)(F)F)C1=CC(=C(C=C1)Cl)OC(=S)N(C)C (3-Chloro-2-(4-chloro-3-dimethylaminothiocarbonyloxyphenyl)-5-trifluoromethylpyridine). As a reaction SMILES: [Cl:1][C:2]1[C:3]([C:12]2[CH:17]=[CH:16][C:15]([Cl:18])=[C:14]([OH:19])[CH:13]=2)=[N:4][CH:5]=[C:6]([C:8]([F:11])([F:10])[F:9])[CH:7]=1.[CH3:20][N:21]([CH3:25])[C:22](Cl)=[S:23].[H-].[Na+].[OH-].[Na+]>CN(C)C=O>[Cl:1][C:2]1[C:3]([C:12]2[CH:17]=[CH:16][C:15]([Cl:18])=[C:14]([O:19][C:22]([N:21]([CH3:25])[CH3:20])=[S:23])[CH:13]=2)=[N:4][CH:5]=[C:6]([C:8]([F:11])([F:9])[F:10])[CH:7]=1 |f:2.3,4.5|. Procedure details: A solution of 65.0 g of 3-chloro-2-(4-chloro-3-hydroxyphenyl)-5-trifluoromethylpyridine in 200 ml of dimethylformamide, and then 31.3 g of dimethylthiocarbamoyl chloride, were added dropwise to a suspension of 6.7 g of 80% sodium hydride in 300 ml of anhydrous dimethylformamide. The solution was stirred at 80° C. for one hour and then poured into 2.5 1 of 1% by weight sodium hydroxide solution. After extraction three times with 250 ml of tert-butyl methyl ether each time the combined organic pha... Starting materials: [BH4-], CC(=O)Nc1ccc(C=O)cc1, CO, CCOC(C)=O, [Na+]. The product is CC(=O)Nc1ccc(CO)cc1. RXN SMILES: [BH4-:13].[C:1]([CH3:2])(=[O:3])[NH:4][c:5]1[cH:6][cH:7][c:8]([CH:9]=[O:10])[cH:11][cH:12]1.[CH3:15][OH:16].[CH3:17][CH2:18][O:19][C:20]([CH3:21])=[O:22].[Na+:14]>>[C:1]([CH3:2])(=[O:3])[NH:4][c:5]1[cH:6][cH:7][c:8]([CH2:9][OH:10])[cH:11][cH:12]1.